Task: describe an organic reaction: reactants, conditions, products, and yield. Dataset: the Open Reaction Database (ORD), a public repository of structured organic reaction records The reactants are C(C)OC(=O)C1=CC(C2=C(C3=C1N(C=CC3=O)C#CC)C=C(O2)C)=O (7,10-dihydro-4,10-dioxo-2-methyl-7-propynyl-4H-furo[3',2': 3,4]cyclohepta[1,2-b]pyridine-6-carboxylic acid ethyl ester), [OH-].[K+] (potassium hydroxide). Solvent: O (water). Reaction conditions: time 16 hour. The product is O=C1C2=C(C3=C(N(C=CC3=O)C#CC)C(=C1)C(=O)O)C=C(O2)C (7,10-Dihydro-4,10-dioxo-2-methyl-7-propynyl-4H-furo[3',2': 3,4]-cyclohepta[1,2-b]pyridine-6-carboxylic Acid). Reaction SMILES: C([O:3][C:4]([C:6]1[C:12]2[N:13]([C:18]#[C:19][CH3:20])[CH:14]=[CH:15][C:16](=[O:17])[C:11]=2[C:10]2[CH:21]=[C:22]([CH3:24])[O:23][C:9]=2[C:8](=[O:25])[CH:7]=1)=[O:5])C.[OH-].[K+]>O>[O:25]=[C:8]1[CH:7]=[C:6]([C:4]([OH:5])=[O:3])[C:12]2[N:13]([C:18]#[C:19][CH3:20])[CH:14]=[CH:15][C:16](=[O:17])[C:11]=2[C:10]2[CH:21]=[C:22]([CH3:24])[O:23][C:9]1=2 |f:1.2|. Procedure details: A mixture of 7,10-dihydro-4,10-dioxo-2-methyl-7-propynyl-4H-furo[3',2': 3,4]cyclohepta[1,2-b]pyridine-6-carboxylic acid ethyl ester (1.2 g, described in Example 24), 1N potassium hydroxide (4 ml) and water (6 ml) is stirred at room temperature for 16 hr. The precipitate is removed and the solution is acidified with 10% hydrochloric acid. The precipitate is collected, washed with water and crystallized from pyridine to obtain crystals of the title compound, mp 237°-238° C. The reactants are CN1CCNCC1, COC(=O)c1ccc(F)cc1, O. Yields the product COC(=O)c1ccc(N2CCN(C)CC2)cc1. As a reaction SMILES: [CH3:1][N:2]1[CH2:3][CH2:4][NH:5][CH2:6][CH2:7]1.[CH3:8][O:9][C:10]([c:11]1[cH:12][cH:13][c:14]([F:17])[cH:15][cH:16]1)=[O:18].[OH2:19]>>[CH3:1][N:2]1[CH2:3][CH2:4][N:5]([c:14]2[cH:13][cH:12][c:11]([C:10]([O:9][CH3:8])=[O:18])[cH:16][cH:15]2)[CH2:6][CH2:7]1. As a reaction SMILES: Cl.Cl.Cl.[Cl:4][C:5]1[C:13]2[C:8](=[CH:9][CH:10]=[C:11]([NH:14][C:15]3[C:16]4[CH:23]=[C:22]([C:24]5[CH2:25][CH2:26][NH:27][CH2:28][CH:29]=5)[NH:21][C:17]=4[N:18]=[CH:19][N:20]=3)[CH:12]=2)[NH:7][N:6]=1.[N:30]1([CH2:36][CH2:37][C:38](O)=[O:39])[CH2:35][CH2:34][CH2:33][CH2:32][CH2:31]1.Cl.CN(C)CCCN=C=NCC.ON1C2C=CC=CC=2N=N1.CCN(C(C)C)C(C)C>CN(C=O)C>[Cl:4][C:5]1[C:13]2[C:8](=[CH:9][CH:10]=[C:11]([NH:14][C:15]3[C:16]4[CH:23]=[C:22]([C:24]5[CH2:25][CH2:26][N:27]([C:38](=[O:39])[CH2:37][CH2:36][N:30]6[CH2:35][CH2:34][CH2:33][CH2:32][CH2:31]6)[CH2:28][CH:29]=5)[NH:21][C:17]=4[N:18]=[CH:19][N:20]=3)[CH:12]=2)[NH:7][N:6]=1 |f:0.1.2.3,5.6|. Reactants: Cl.Cl.Cl.ClC1=NNC2=CC=C(C=C12)NC=1C2=C(N=CN1)NC(=C2)C=2CCNCC2 ((3-chloro-1H-indazol-5-yl)-[6-(1,2,3,6-tetrahydropyridin-4-yl)-7H-pyrrolo[2,3-d]pyrimidin-4-yl]-amine tris-hydrochloride), N1(CCCCC1)CCC(=O)O (1-piperidinepropanoic acid), Cl.CN(CCCN=C=NCC)C (N-(3-dimethylaminopropyl)-N′-ethylcarbodiimide hydrochloride), ON1N=NC2=C1C=CC=C2 (1-hydroxybenzotriazole), CCN(C(C)C)C(C)C (DiPEA). Run at time 18 hour. Procedure details: To a suspension of (3-chloro-1H-indazol-5-yl)-[6-(1,2,3,6-tetrahydropyridin-4-yl)-7H-pyrrolo[2,3-d]pyrimidin-4-yl]-amine tris-hydrochloride (46.9 mg, 0.0967 mmol, 1 eq), 1-piperidinepropanoic acid (40.5 mg, 0.255 mmol, 2.6 eq), N-(3-dimethylaminopropyl)-N′-ethylcarbodiimide hydrochloride (EDC) (56.2 mg, 0.293 mmol, 3 eq), and 1-hydroxybenzotriazole (HOBt) (13.9 mg, 0.103 mmol, 1 eq) in anhydrous DMF (5 mL), DiPEA (85 μL, 0.48 mmol, 5 eq) was added under an atmosphere of N2 The reaction was stirr... The solvent is CN(C)C=O (DMF). The product is ClC1=NNC2=CC=C(C=C12)NC=1C2=C(N=CN1)NC(=C2)C=2CCN(CC2)C(CCN2CCCCC2)=O (1-{4-[4-(3-Chloro-1H-indazol-5-ylamino)-7H-pyrrolo[2,3-d]pyrimidin-6-yl]-3,6-dihydro-2H-pyridin-1-yl}-3-piperidin-1-yl-propan-1-one). Starting materials: ClC=1C(=CC(N(C1)C(C(=O)O)C)=O)C1=C(C=CC(=C1)Cl)C#N (2-[5-chloro-4-(5-chloro-2-cyanophenyl)-2-oxopyridin-1(2H)-yl]propanoic acid), NC1=CC=C(C=C1)C1=CC(NN1C(=O)OC(C)(C)C)=O (tert-butyl 5-(4-aminophenyl)-3-oxo-2,3-dihydro-1H-pyrazole-1-carboxylate). Product: ClC=1C(=CC(N(C1)C(C(=O)NC1=CC=C(C=C1)C1=CC(NN1C(=O)OC(C)(C)C)=O)C)=O)C1=C(C=CC(=C1)Cl)C#N (tert-Butyl 5-[4-({2-[5-chloro-4-(5-chloro-2-cyanophenyl)-2-oxopyridin-1(2H)-yl]propanoyl}amino)phenyl]-3-oxo-2,3-dihydro-1H-pyrazole-1-carboxylate). Reaction SMILES: [Cl:1][C:2]1[C:3]([C:14]2[CH:19]=[C:18]([Cl:20])[CH:17]=[CH:16][C:15]=2[C:21]#[N:22])=[CH:4][C:5](=[O:13])[N:6]([CH:8]([CH3:12])[C:9](O)=[O:10])[CH:7]=1.[NH2:23][C:24]1[CH:29]=[CH:28][C:27]([C:30]2[N:34]([C:35]([O:37][C:38]([CH3:41])([CH3:40])[CH3:39])=[O:36])[NH:33][C:32](=[O:42])[CH:31]=2)=[CH:26][CH:25]=1>>[Cl:1][C:2]1[C:3]([C:14]2[CH:19]=[C:18]([Cl:20])[CH:17]=[CH:16][C:15]=2[C:21]#[N:22])=[CH:4][C:5](=[O:13])[N:6]([CH:8]([CH3:12])[C:9]([NH:23][C:24]2[CH:29]=[CH:28][C:27]([C:30]3[N:34]([C:35]([O:37][C:38]([CH3:40])([CH3:39])[CH3:41])=[O:36])[NH:33][C:32](=[O:42])[CH:31]=3)=[CH:26][CH:25]=2)=[O:10])[CH:7]=1. Procedure details: 150 mg (purity 82%, 0.37 mmol) of 2-[5-chloro-4-(5-chloro-2-cyanophenyl)-2-oxopyridin-1(2H)-yl]propanoic acid (racemate) and 1.2 eq. of tert-butyl 5-(4-aminophenyl)-3-oxo-2,3-dihydro-1H-pyrazole-1-carboxylate were reacted according to General Method 5A. Yield: 17.8 mg (purity 78%, 6% of theory)